From a dataset of the Open Reaction Database (ORD), a public repository of structured organic reaction records. describe an organic reaction: reactants, conditions, products, and yield Starting materials: C1(CCCCC1)NC1=C(C=NC=C1)S(=O)(=O)N ((4-(cyclohexylamino)pyrid-3-yl)sulfonamide), C(C)(=O)OCC (ethyl acetate), [OH-].[Na+] (NaOH), C1(CCCCC1)N=C=O (cyclohexylisocyanate). Run in O.CC(=O)C (water acetone), CO (methanol), C(C)N(CC)CC (triethylamine), O (water). Product: C1(CCCCC1)NC1=C(C=NC=C1)S(=O)(=O)NC(=O)NC1CCCCC1 (N-((4(-cyclohexylamino)pyrid-3-yl)sulfonyl)-N'-cyclohexylurea). The yield is 50.0%. Reaction SMILES: [OH-].[Na+].[CH:3]1([NH:9][C:10]2[CH:15]=[CH:14][N:13]=[CH:12][C:11]=2[S:16]([NH2:19])(=[O:18])=[O:17])[CH2:8][CH2:7][CH2:6][CH2:5][CH2:4]1.[CH:20]1([N:26]=[C:27]=[O:28])[CH2:25][CH2:24][CH2:23][CH2:22][CH2:21]1.C(OCC)(=O)C>O.O.CC(C)=O.C(N(CC)CC)C.CO>[CH:3]1([NH:9][C:10]2[CH:15]=[CH:14][N:13]=[CH:12][C:11]=2[S:16]([NH:19][C:27]([NH:26][CH:20]2[CH2:25][CH2:24][CH2:23][CH2:22][CH2:21]2)=[O:28])(=[O:18])=[O:17])[CH2:4][CH2:5][CH2:6][CH2:7][CH2:8]1 |f:0.1,6.7|. Reported procedure: 0.01 mol of NaOH dissolved in a minimum of water is added to a solution of 0.01 mol of (4-(cyclohexylamino)pyrid-3-yl)sulfonamide in 80 ml of a water/acetone mixture (1:1). The mixture is stirred with a magnetic rod, and 0.015 mol of cyclohexylisocyanate is added. Stirring is continued, while the reaction is followed by TLC (silica gel 60F254, mobile phase: ethyl acetate 9, methanol 1, triethylamine 0.2). Gentle heating can accelerate the reaction. The mixture is evaporated under reduced pressur... Reactants: aqueous solution, [OH-].[K+] (KOH), OO (hydrogen peroxide), CN1CC[C@]23C4=C5C=CC(=C4O[C@H]2C(=CC=C3[C@H]1C5)OC)OC (thebaine), CN1CC[C@]23C4=C5C=CC(=C4O[C@H]2C(=CC=C3[C@H]1C5)OC)OC (thebaine), P(=O)([O-])([O-])[O-] (phosphate), C(C(=O)O)(=O)O (oxalic acid). The solvent is C(=O)O (formic acid), O (water). Reaction conditions: temperature 5 celsius. Yields the product CN1CC[C@]23C4C(=O)C=C[C@]2([C@H]1CC5=C3C(=C(C=C5)OC)O4)O (14-hydroxycodeinone). Isolated yield 117.0%. Reaction SMILES: C(O)(=O)C(O)=[O:3].[CH3:7][N:8]1[C@@H:24]2[CH2:25][C:13]3[CH:14]=[CH:15][C:16]([O:28][CH3:29])=[C:17]4[O:18][C@H:19]5[C:20]([O:26]C)=[CH:21][CH:22]=[C:23]2[C@:11]5([C:12]=34)[CH2:10][CH2:9]1.OO.P([O-])([O-])([O-])=O.[OH-].[K+]>O.C(O)=O>[CH3:7][N:8]1[C@@H:24]2[CH2:25][C:13]3[CH:14]=[CH:15][C:16]([O:28][CH3:29])=[C:17]4[O:18][CH:19]5[C:20]([CH:21]=[CH:22][C@:23]2([OH:3])[C@:11]5([C:12]=34)[CH2:10][CH2:9]1)=[O:26] |f:4.5|. Procedure details: 18.66 kg of oxalic acid is dissolved in water, 84.8 kg of thebaine is added, and after it has dissolved, 19.50 kg of 88% formic acid and 42.4 kg of 30% hydrogen peroxide are added. The reaction mixture is stirred at 25° C. until total conversion of thebaine (determined by capillary electrophoresis; capillary 50 cm×0.05 mm, electrolyte 100 mM TRJS/phosphate, pH 2.7, 5 mM dimethoxy-β-cyclodextrin, temperature 25° C. 30 kV; thebaine migration time 5.6 min). The reaction mixture is cooled down to 5°... The reactants are C(CCCCC)[C@H]1CC2=CC=C(C=C2CC1)I ((R)-2-hexyl-6-iodo-1,2,3,4-tetrahydronaphthalene), C(C)(=O)[O-].[K+] (potassium acetate), C1(C=CCC1)O (cyclopent-2-enol). Reagents/catalysts: [Cl-].C(CCC)[N+](CCCC)(CCCC)CCCC (tetrabutylammonium chloride), C(C)(=O)[O-].[Pd+2].C(C)(=O)[O-] (palladium (II) acetate). The solvent is CN(C)C=O (DMF). Reaction conditions: temperature 80 celsius, time 2.5 hour. Yields the product C(CCCCC)[C@H]1CC=2C=CC(=CC2CC1)C1CC(CC1)=O (3-((R)-6-hexyl-5,6,7,8-tetrahydronaphthalen-2-yl)cyclopentanone). Isolated yield 57.9%. Reaction SMILES: [CH2:1]([C@@H:7]1[CH2:16][CH2:15][C:14]2[C:9](=[CH:10][CH:11]=[C:12](I)[CH:13]=2)[CH2:8]1)[CH2:2][CH2:3][CH2:4][CH2:5][CH3:6].C([O-])(=O)C.[K+].[CH:23]1([OH:28])[CH2:27][CH2:26][CH:25]=[CH:24]1>[Cl-].C([N+](CCCC)(CCCC)CCCC)CCC.C([O-])(=O)C.[Pd+2].C([O-])(=O)C.CN(C=O)C>[CH2:1]([C@@H:7]1[CH2:16][CH2:15][C:14]2[CH:13]=[C:12]([CH:25]3[CH2:26][CH2:27][C:23](=[O:28])[CH2:24]3)[CH:11]=[CH:10][C:9]=2[CH2:8]1)[CH2:2][CH2:3][CH2:4][CH2:5][CH3:6] |f:1.2,4.5,6.7.8|. Procedure: Nitrogen gas was bubbled through a mixture of (R)-2-hexyl-6-iodo-1,2,3,4-tetrahydronaphthalene (I-8D, 11.8 g, 34.5 mmol), tetrabutylammonium chloride (9.58 g, 34.5 mmol), potassium acetate (10.15 g, 103 mmol), palladium (II) acetate (0.774 g, 3.45 mmol), and anhydrous DMF (100 mL) for 3 min before cyclopent-2-enol (6.8 g, 81 mmol, prepared according to Larock, R. C. et al., Tetrahedron, 50(2):305-321 (1994)) was added. Nitrogen gas was bubbled through the solution for an additional 2 min. The mi... Product: N1(C=NC=C1)CC=1C=C2C(NC(=NC2=CC1)CCC)=O (6-(N1-Imidazolylmethyl)-2-propyl-quinazolin-4(3H)-one). Solvent: CN(C)C=O (DMF), CCOC(=O)C (EtOAc), CN(C)C=O (DMF). Reported procedure: To a solution of 0.20 g (3 mmol) of imidazole in 3 mL of dry DMF was added 79 mg of 80% NaH (3.3 mmol). After hydrogen evolution had ceased a solution of 0.28 g (1 mmol) of 6-bromomethyl-2-propylquinazolin-4(3H)-one was added in 1 mL of DMF. The reaction mixture was heated at 60° C. for 6 hours and was then stirred at room temperature for a further 2 days. The mixture was diluted with 25 mL of EtOAc and washed with saturated NaHCO3 (1×5 mL), water (1×5 mL) and brine (1×5 mL) and was dried over M... Reaction conditions: temperature 60 celsius, time 2 day. Starting materials: N1C=NC=C1 (imidazole), [H-].[Na+] (NaH), BrCC=1C=C2C(NC(=NC2=CC1)CCC)=O (6-bromomethyl-2-propylquinazolin-4(3H)-one), [H][H] (hydrogen). Reaction SMILES: [NH:1]1[CH:5]=[CH:4][N:3]=[CH:2]1.[H-].[Na+].[H][H].Br[CH2:11][C:12]1[CH:13]=[C:14]2[C:19](=[CH:20][CH:21]=1)[N:18]=[C:17]([CH2:22][CH2:23][CH3:24])[NH:16][C:15]2=[O:25]>CN(C=O)C.CCOC(C)=O>[N:1]1([CH2:11][C:12]2[CH:13]=[C:14]3[C:19](=[CH:20][CH:21]=2)[N:18]=[C:17]([CH2:22][CH2:23][CH3:24])[NH:16][C:15]3=[O:25])[CH:5]=[CH:4][N:3]=[CH:2]1 |f:1.2|. Procedure details: A mixture of N-(4-chlorobenzyl)-2-(chloromethyl)-3,4-dimethyl-7-oxo-4,7-dihydrothieno[3,2-b]pyridine-6-carboxamide (100 mg, 0.25 mmol), 1-{4-[(dimethylamino)methyl]phenyl}-2-(methylamino)ethanol (Preparation 50) (89 mg, 0.43 mmol) and diisopropylethylamine (67 μL, 0.38 mmol) in dry DMF (5 mL) was heated to 60° C., becoming a solution. The reaction was stirred for 7 hours at that temperature. After cooling to room temperature, the solution was diluted with water (7 mL). The resulting milky mixtur... Run in CN(C)C=O (DMF), O (water). Run at temperature 60 celsius, time 7 hour. The product is ClC1=CC=C(CNC(=O)C=2C(C3=C(N(C2)C)C(=C(S3)CN(C)CC(O)C3=CC=C(C=C3)CN(C)C)C)=O)C=C1 (N-(4-chlorobenzyl)-2-{[(2-{4-[(dimethylamino)methyl]phenyl}-2-hydroxyethyl)(methyl)amino]methyl}-3,4-dimethyl-7-oxo-4,7-dihydrothieno[3,2-b]pyridine-6-carboxamide). Reactants: ClC1=CC=C(CNC(=O)C=2C(C3=C(N(C2)C)C(=C(S3)CCl)C)=O)C=C1 (N-(4-chlorobenzyl)-2-(chloromethyl)-3,4-dimethyl-7-oxo-4,7-dihydrothieno[3,2-b]pyridine-6-carboxamide), CN(C)CC1=CC=C(C=C1)C(CNC)O (1-{4-[(dimethylamino)methyl]phenyl}-2-(methylamino)ethanol), C(C)(C)N(CC)C(C)C (diisopropylethylamine). As a reaction SMILES: [Cl:1][C:2]1[CH:25]=[CH:24][C:5]([CH2:6][NH:7][C:8]([C:10]2[C:11](=[O:23])[C:12]3[S:19][C:18]([CH2:20]Cl)=[C:17]([CH3:22])[C:13]=3[N:14]([CH3:16])[CH:15]=2)=[O:9])=[CH:4][CH:3]=1.[CH3:26][N:27]([CH2:29][C:30]1[CH:35]=[CH:34][C:33]([CH:36]([OH:40])[CH2:37][NH:38][CH3:39])=[CH:32][CH:31]=1)[CH3:28].C(N(C(C)C)CC)(C)C>CN(C=O)C.O>[Cl:1][C:2]1[CH:3]=[CH:4][C:5]([CH2:6][NH:7][C:8]([C:10]2[C:11](=[O:23])[C:12]3[S:19][C:18]([CH2:20][N:38]([CH2:37][CH:36]([C:33]4[CH:32]=[CH:31][C:30]([CH2:29][N:27]([CH3:26])[CH3:28])=[CH:35][CH:34]=4)[OH:40])[CH3:39])=[C:17]([CH3:22])[C:13]=3[N:14]([CH3:16])[CH:15]=2)=[O:9])=[CH:24][CH:25]=1. Yield: 25.4%. The reactants are O=Cc1ccccc1O, Nc1ccccc1-c1[nH]ncc1[N+](=O)[O-]. The product is O=[N+]([O-])c1cnn2c1-c1ccccc1NC2c1ccccc1O. RXN SMILES: [CH:16](=[O:17])[c:18]1[cH:19][cH:20][cH:21][cH:22][c:23]1[OH:24].[NH2:1][c:2]1[c:3](-[c:8]2[c:9]([N+:13](=[O:14])[O-:15])[cH:10][n:11][nH:12]2)[cH:4][cH:5][cH:6][cH:7]1>>[NH:1]1[c:2]2[c:3]([cH:4][cH:5][cH:6][cH:7]2)-[c:8]2[c:9]([N+:13](=[O:14])[O-:15])[cH:10][n:11][n:12]2[CH:16]1[c:18]1[cH:19][cH:20][cH:21][cH:22][c:23]1[OH:24]. The reactants are C1(=CC=C(C=C1)S(=O)(=O)O)C (p-Toluenesulphonic acid), C1(CC1)C1=NNC=C1OC1=CC(=C(C#N)C(=C1)C)C (4-[(3-Cyclopropyl-1H-pyrazol-4-yl)oxy]-2,6-dimethylbenzonitrile), O1CCCC=C1 (3,4-Dihydro-2H-pyran). Solvent: O1CCCC1 (tetrahydrofuran). Run at time 15 hour. Product: C1(CC1)C1=NN(C=C1OC1=CC(=C(C#N)C(=C1)C)C)C1OCCCC1 (4-[(3-Cyclopropyl-1-tetrahydro-2H-pyran-2-yl-1H-pyrazol-4-yl)oxy]-2,6-dimethyl benzonitrile). Isolated yield 0.1%. As a reaction SMILES: C1(C)C=CC(S(O)(=O)=O)=CC=1.[CH:12]1([C:15]2[C:19]([O:20][C:21]3[CH:28]=[C:27]([CH3:29])[C:24]([C:25]#[N:26])=[C:23]([CH3:30])[CH:22]=3)=[CH:18][NH:17][N:16]=2)[CH2:14][CH2:13]1.[O:31]1[CH:36]=[CH:35][CH2:34][CH2:33][CH2:32]1>O1CCCC1>[CH:12]1([C:15]2[C:19]([O:20][C:21]3[CH:28]=[C:27]([CH3:29])[C:24]([C:25]#[N:26])=[C:23]([CH3:30])[CH:22]=3)=[CH:18][N:17]([CH:32]3[CH2:33][CH2:34][CH2:35][CH2:36][O:31]3)[N:16]=2)[CH2:13][CH2:14]1. Procedure details: p-Toluenesulphonic acid (20 mg, 0.12 mmol) was added to a solution of the benzonitrile of Example 16 (1 g, 3.94 mmol) in tetrahydrofuran (30 ml). 3,4-Dihydro-2H-pyran (664 mg, 7.9 mmol) was then added dropwise at room temperature. The reaction mixture was stirred at room temperature, under nitrogen, for 15 hours. It was then evaporated under reduced pressure and the residue was partitioned between ethyl acetate (100 ml) and aqueous sodium bicarbonate (50 ml). The organic layers were washed with ... Starting materials: COC=1C=C2C=CN=C(C2=CC1OC)C1=C(C=CC=C1)SC1=NC2=C(N1)C=CC=C2 (2-[2-(6,7-Dimethoxy-1-isoquinolinyl)phenylthio]-1H-benzimidazole), ClC1=CC(=CC=C1)C(=O)OO (m-Chloroperbenzoic acid). Solvent: C(Cl)Cl.C(Cl)(Cl)Cl (CH2Cl2 CHCl3), C(=O)(O)[O-].[Na+] (NaHCO3). The product is COC=1C=C2C=CN=C(C2=CC1OC)C1=C(C=CC=C1)S(=O)C1=NC2=C(N1)C=CC=C2 (2-[2-(6,7-Dimethoxy-1-isoquinolinyl)phenylsulphinyl]-1H -benzimidazole). RXN SMILES: [CH3:1][O:2][C:3]1[CH:4]=[C:5]2[C:10](=[CH:11][C:12]=1[O:13][CH3:14])[C:9]([C:15]1[CH:20]=[CH:19][CH:18]=[CH:17][C:16]=1[S:21][C:22]1[NH:26][C:25]3[CH:27]=[CH:28][CH:29]=[CH:30][C:24]=3[N:23]=1)=[N:8][CH:7]=[CH:6]2.ClC1C=CC=C(C(OO)=[O:39])C=1>C(Cl)Cl.C(Cl)(Cl)Cl.C([O-])(O)=O.[Na+]>[CH3:1][O:2][C:3]1[CH:4]=[C:5]2[C:10](=[CH:11][C:12]=1[O:13][CH3:14])[C:9]([C:15]1[CH:20]=[CH:19][CH:18]=[CH:17][C:16]=1[S:21]([C:22]1[NH:23][C:24]3[CH:30]=[CH:29][CH:28]=[CH:27][C:25]=3[N:26]=1)=[O:39])=[N:8][CH:7]=[CH:6]2 |f:2.3,4.5|. Procedure: The product of step (f) above was dissolved in 1:1 CH2Cl2 -CHCl3 (10 ml), treated with 85%m-Chloroperbenzoic acid (24 mg) at -5°, and worked up in aqueous NaHCO3 to give the title compound. NMR (CDCl3)d, 8.5 (d,1H), 8.35 (dd,1H), 7.26 (1H,s), 7.21 (1H,s), 7.7-7.2 (complex,8H), 4.30 (s,3H), 3.85 (s,3H)ppm, mp 250° (d). Starting materials: CSC1=NC(=O)C(=Cc2ccc3c(cnn3Cc3ccc(C(F)(F)F)cc3C(F)(F)F)c2)S1, O=C(O)C1CCCN1. Product: O=C1N=C(N2CCCC2C(=O)O)SC1=Cc1ccc2c(cnn2Cc2ccc(C(F)(F)F)cc2C(F)(F)F)c1. Reaction SMILES: [F:1][C:2]([c:3]1[c:4]([CH2:5][n:6]2[n:7][cH:8][c:9]3[cH:10][c:11]([CH:15]=[C:16]4[C:17](=[O:23])[N:18]=[C:19]([S:21][CH3:22])[S:20]4)[cH:12][cH:13][c:14]23)[cH:24][cH:25][c:26]([C:28]([F:29])([F:30])[F:31])[cH:27]1)([F:32])[F:33].[NH:34]1[CH:35]([C:39](=[O:40])[OH:41])[CH2:36][CH2:37][CH2:38]1>>[F:1][C:2]([c:3]1[c:4]([CH2:5][n:6]2[n:7][cH:8][c:9]3[cH:10][c:11]([CH:15]=[C:16]4[C:17](=[O:23])[N:18]=[C:19]([N:34]5[CH:35]([C:39](=[O:40])[OH:41])[CH2:36][CH2:37][CH2:38]5)[S:20]4)[cH:12][cH:13][c:14]23)[cH:24][cH:25][c:26]([C:28]([F:29])([F:30])[F:31])[cH:27]1)([F:32])[F:33]. The solvent is CN(C=O)C (dimethyl formamide). RXN SMILES: [OH:1][C:2]1[CH:3]=[C:4]([CH:8]=[CH:9][CH:10]=1)[C:5]([OH:7])=[O:6].[Cl:11][C:12]1[CH:13]=[C:14]([N+:19]([O-:21])=[O:20])[CH:15]=[CH:16][C:17]=1Cl.C(=O)([O-])[O-].[K+].[K+]>CN(C)C=O>[Cl:11][C:12]1[CH:13]=[C:14]([N+:19]([O-:21])=[O:20])[CH:15]=[CH:16][C:17]=1[O:1][C:2]1[CH:3]=[C:4]([CH:8]=[CH:9][CH:10]=1)[C:5]([OH:7])=[O:6] |f:2.3.4|. Procedure: A mixture of 3-hydroxybenzoic acid (5 g), dimethyl formamide (50 ml), 3,4-dichloronitrobenzene (7 g) and anhydrous potassium carbonate (10 g) was stirred and heated at 100° C. for 14 hours. The solvent was removed under reduced pressure and the residue poured into water and acidified with 2 molar hydrochloric acid. The yellow solid which separated was recrystallised from toluene to give the required benzoic acid derivative (8.0 g) with a melting point of 172°-173° C. Run at temperature 100 celsius. Product: ClC1=C(OC=2C=C(C(=O)O)C=CC2)C=CC(=C1)[N+](=O)[O-] (3(2-chloro-4-nitrophenoxy)benzoic acid). Starting materials: OC=1C=C(C(=O)O)C=CC1 (3-hydroxybenzoic acid), ClC=1C=C(C=CC1Cl)[N+](=O)[O-] (3,4-dichloronitrobenzene), C([O-])([O-])=O.[K+].[K+] (potassium carbonate). The yield is 75.3%.